Dataset: the Open Reaction Database (ORD), a public repository of structured organic reaction records. Task: describe an organic reaction: reactants, conditions, products, and yield Reactants: O=C([O-])[O-], CCCCI, COC(=O)C(=CNc1ccc(O)cc1)C(=O)OC, CN(C)C=O, [K+], [K+], O. Product: CCCCOc1ccc(NC=C(C(=O)OC)C(=O)OC)cc1. As a reaction SMILES: [C:19](=[O:20])([O-:21])[O-:22].[CH2:25]([CH2:26][CH2:27][CH3:28])[I:29].[CH3:1][O:2][C:3]([C:4]([C:5](=[O:6])[O:7][CH3:8])=[CH:9][NH:10][c:11]1[cH:12][cH:13][c:14]([OH:17])[cH:15][cH:16]1)=[O:18].[CH3:31][N:32]([CH3:33])[CH:34]=[O:35].[K+:23].[K+:24].[OH2:30]>>[CH3:1][O:2][C:3]([C:4]([C:5](=[O:6])[O:7][CH3:8])=[CH:9][NH:10][c:11]1[cH:12][cH:13][c:14]([O:17][CH2:25][CH2:26][CH2:27][CH3:28])[cH:15][cH:16]1)=[O:18].